Dataset: the Open Reaction Database (ORD), a public repository of structured organic reaction records. Task: describe an organic reaction: reactants, conditions, products, and yield Solvent: O (water). The product is C(C1=CC=CC=C1)(C1=CC=CC=C1)(C1=CC=CC=C1)NC=1SC=C(N1)C(C(=O)OCC)=NOCC=C (ethyl 2-(2-tritylaminothiazol-4-yl)-2-allyloxyiminoacetate). Procedure details: Allyl bromide (2.91 g) was added dropwise to a stirred suspension of ethyl 2-(2-tritylaminothiazol-4-yl)-2-hydroxyiminoacetate (syn isomer, 10 g), N,N-dimethylformamide (100 ml) and potassium carbonate (4.54 g) under ice cooling over 5 minutes, and stirred at the same temperature for 4 hours. After adding water (200 ml) to the resultant solution, the solution was extracted with diethyl ether twice. The extract was washed with a saturated aqueous solution of sodium chloride and dried over magnesi... Conditions: time 4 hour. The reactants are C(C=C)Br (Allyl bromide), C(C1=CC=CC=C1)(C1=CC=CC=C1)(C1=CC=CC=C1)NC=1SC=C(N1)C(C(=O)OCC)=NO (ethyl 2-(2-tritylaminothiazol-4-yl)-2-hydroxyiminoacetate), CN(C=O)C (N,N-dimethylformamide), C([O-])([O-])=O.[K+].[K+] (potassium carbonate), resultant solution. Isolated yield 86.4%. RXN SMILES: [CH2:1](Br)[CH:2]=[CH2:3].[C:5]([NH:24][C:25]1[S:26][CH:27]=[C:28]([C:30](=[N:36][OH:37])[C:31]([O:33][CH2:34][CH3:35])=[O:32])[N:29]=1)([C:18]1[CH:23]=[CH:22][CH:21]=[CH:20][CH:19]=1)([C:12]1[CH:17]=[CH:16][CH:15]=[CH:14][CH:13]=1)[C:6]1[CH:11]=[CH:10][CH:9]=[CH:8][CH:7]=1.CN(C)C=O.C(=O)([O-])[O-].[K+].[K+]>O>[C:5]([NH:24][C:25]1[S:26][CH:27]=[C:28]([C:30](=[N:36][O:37][CH2:3][CH:2]=[CH2:1])[C:31]([O:33][CH2:34][CH3:35])=[O:32])[N:29]=1)([C:18]1[CH:23]=[CH:22][CH:21]=[CH:20][CH:19]=1)([C:12]1[CH:13]=[CH:14][CH:15]=[CH:16][CH:17]=1)[C:6]1[CH:11]=[CH:10][CH:9]=[CH:8][CH:7]=1 |f:3.4.5|. Starting materials: CC(C)(C)OC(=O)NCC1CN(c2ccc(N3C=CC(=O)CC3)cc2)C(=O)O1, CCOC(=O)C(F)F. Yields the product O=C1C=CN(c2ccc(N3CC(CNC(=O)C(F)F)OC3=O)cc2)CC1. RXN SMILES: [C:1]([O:2][C:3](=[O:4])[NH:7][CH2:8][CH:9]1[CH2:10][N:11]([c:15]2[cH:16][cH:17][c:18]([N:21]3[CH2:22][CH2:23][C:24](=[O:27])[CH:25]=[CH:26]3)[cH:19][cH:20]2)[C:12](=[O:14])[O:13]1)([CH3:5])([CH3:6])[CH3:28].[F:29][CH:30]([C:31](=[O:32])[O:33][CH2:34][CH3:35])[F:36]>>[NH:7]([CH2:8][CH:9]1[CH2:10][N:11]([c:15]2[cH:16][cH:17][c:18]([N:21]3[CH2:22][CH2:23][C:24](=[O:27])[CH:25]=[CH:26]3)[cH:19][cH:20]2)[C:12](=[O:14])[O:13]1)[C:31]([CH:30]([F:29])[F:36])=[O:32].